Dataset: the Open Reaction Database (ORD), a public repository of structured organic reaction records. Task: describe an organic reaction: reactants, conditions, products, and yield The reactants are Cl.NC=1NC=C(N1)C1=CC=C(C(=O)O)C=C1 (4-[2-aminoimidazol-4-yl]benzoic acid hydrochloride), Cl.ClC=1C=C2C=CC(=CC2=CC1)S(=O)(=O)N1CCNCC1 (1-[(6-chloronaphthalen-2-yl)sulfonyl]piperazine hydrochloride). Yields the product Cl.NC=1NC=C(N1)C1=CC=C(C(=O)N2CCN(CC2)S(=O)(=O)C2=CC3=CC=C(C=C3C=C2)Cl)C=C1 (1-[4-(2-Aminoimidazol-4-yl]benzoyl]-4-[(6-chloronaphthalen-2-yl)sulfonyl]piperazine hydrochloride). Reaction SMILES: Cl.[NH2:2][C:3]1[NH:4][CH:5]=[C:6]([C:8]2[CH:16]=[CH:15][C:11]([C:12]([OH:14])=O)=[CH:10][CH:9]=2)[N:7]=1.Cl.[Cl:18][C:19]1[CH:20]=[C:21]2[C:26](=[CH:27][CH:28]=1)[CH:25]=[C:24]([S:29]([N:32]1[CH2:37][CH2:36][NH:35][CH2:34][CH2:33]1)(=[O:31])=[O:30])[CH:23]=[CH:22]2>>[ClH:18].[NH2:2][C:3]1[NH:4][CH:5]=[C:6]([C:8]2[CH:9]=[CH:10][C:11]([C:12]([N:35]3[CH2:34][CH2:33][N:32]([S:29]([C:24]4[CH:23]=[CH:22][C:21]5[C:26](=[CH:27][CH:28]=[C:19]([Cl:18])[CH:20]=5)[CH:25]=4)(=[O:31])=[O:30])[CH2:37][CH2:36]3)=[O:14])=[CH:15][CH:16]=2)[N:7]=1 |f:0.1,2.3,4.5|. Procedure details: In the same manner as in Example A-4, a reaction was conducted using 4-[2-aminoimidazol-4-yl]benzoic acid hydrochloride and 1-[(6-chloronaphthalen-2-yl)sulfonyl]piperazine hydrochloride as starting materials, whereby the title compound was obtained. Starting materials: C(C)C1=C(OC[C@H](CNC(CO)=O)O)C(=CC(=C1)C(NO)=N)C (N—((S)-3-[2-ethyl-4-(N-hydroxycarbamimidoyl)-6-methyl-phenoxy]-2-hydroxy-propyl)-2-hydroxy-acetamide), 4-hydroxy-3,5-methyl-benzonitrile, C1[C@@H](O1)CO ((S)-glycidol). The product is OCC(=O)NC[C@H](COC1=C(C=C(C=C1C)C(NO)=N)C)O ((R)-2-Hydroxy-N-{2-hydroxy-3-[4-(N-hydroxycarbamimidoyl)-2,6-dimethyl-phenoxy]-propyl}-acetamide), oil. As a reaction SMILES: [CH2:1]([C:3]1[CH:18]=[C:17]([C:19](=[NH:22])[NH:20][OH:21])[CH:16]=[C:15]([CH3:23])[C:4]=1[O:5][CH2:6][C@@H:7]([OH:14])[CH2:8][NH:9][C:10](=[O:13])[CH2:11][OH:12])C.C1O[C@H]1CO>>[OH:12][CH2:11][C:10]([NH:9][CH2:8][C@@H:7]([OH:14])[CH2:6][O:5][C:4]1[C:3]([CH3:1])=[CH:18][C:17]([C:19](=[NH:22])[NH:20][OH:21])=[CH:16][C:15]=1[CH3:23])=[O:13]. Procedure: The title compound is obtained as a yellow oil (0.60 g) in analogy to N—((S)-3-[2-ethyl-4-(N-hydroxycarbamimidoyl)-6-methyl-phenoxy]-2-hydroxy-propyl)-2-hydroxy-acetamide starting from 4-hydroxy-3,5-methyl-benzonitrile and (S)-glycidol; LC-MS: tR=0.47 min, [M+H]+=311.99. The reactants are CC(=O)OC(C)=O, CCOC(C)=O, CCCCCC(O)CCN1C(=O)CSC1CCCCCCC(=O)O. Yields the product CCCCCC(CCN1C(=O)CSC1CCCCCCC(=O)O)OC(C)=O. Reaction SMILES: [CH3:25][C:26](=[O:27])[O:28][C:29](=[O:30])[CH3:31].[CH3:32][CH2:33][O:34][C:35](=[O:36])[CH3:37].[OH:1][CH:2]([CH2:3][CH2:4][N:5]1[CH:6]([CH2:11][CH2:12][CH2:13][CH2:14][CH2:15][CH2:16][C:17](=[O:18])[OH:19])[S:7][CH2:8][C:9]1=[O:10])[CH2:20][CH2:21][CH2:22][CH2:23][CH3:24]>>[O:1]([CH:2]([CH2:3][CH2:4][N:5]1[CH:6]([CH2:11][CH2:12][CH2:13][CH2:14][CH2:15][CH2:16][C:17](=[O:18])[OH:19])[S:7][CH2:8][C:9]1=[O:10])[CH2:20][CH2:21][CH2:22][CH2:23][CH3:24])[C:26]([CH3:25])=[O:27]. Reactants: [I-].[K+] (potassium iodide), OC1=CC=C(C=C1)C(C)(C1=CC=C(C=C1)O)C1=CC=C(C=C1)O (1,1,1-tris(4-hydroxyphenyl)ethane), C1(OCCO1)=O (ethylene carbonate). Solvent: CN(C)C=O (DMF). Reaction conditions: temperature 145 celsius, time 6 hour. Product: OCCOC1=CC=C(C=C1)C(C)(C1=CC=C(C=C1)OCCO)C1=CC=C(OCCO)C=C1 (2-(4-{1,1-bis-[4-(2-hydroxy-ethoxy)-phenyl]-ethyl}-phenoxy)-ethanol). As a reaction SMILES: [OH:1][C:2]1[CH:7]=[CH:6][C:5]([C:8]([C:17]2[CH:22]=[CH:21][C:20]([OH:23])=[CH:19][CH:18]=2)([C:10]2[CH:15]=[CH:14][C:13]([OH:16])=[CH:12][CH:11]=2)[CH3:9])=[CH:4][CH:3]=1.[I-].[K+].C1(=O)[O:30][CH2:29][CH2:28]O1>CN(C=O)C>[OH:1][CH2:2][CH2:3][O:1][C:2]1[CH:7]=[CH:6][C:5]([C:8]([C:10]2[CH:15]=[CH:14][C:13]([O:16][CH2:28][CH2:29][OH:30])=[CH:12][CH:11]=2)([C:17]2[CH:18]=[CH:19][C:20]([O:23][CH2:12][CH2:13][OH:16])=[CH:21][CH:22]=2)[CH3:9])=[CH:4][CH:3]=1 |f:1.2|. Procedure: A 500 ml round bottom flask is equipped with a mechanical stirrer, thermometer and condenser. Add 50 grams 1,1,1-tris(4-hydroxyphenyl)ethane, 100 grams DMF, 0.5 g. potassium iodide and 47.4 grams of ethylene carbonate. Heat to 145° C. and hold for 6 hours. Add 200 g. ethyl acetate and wash the organic portion four times with 150 g. saturated brine. Strip the solvent from the mix on a rotary evaporator. The yield of tan solid is 78 grams. Recrystallize this crude product by dissolving in 300 g. b...